This data is from the Open Reaction Database (ORD), a public repository of structured organic reaction records. The task is: describe an organic reaction: reactants, conditions, products, and yield Reactants: C(C)(C)(C)OC(NC(C)(C)C1=CC(=CC=C1)CC(C)N)=O ({1-[3-(2-amino-propyl)-phenyl]-1-methyl -ethyl}-carbamic acid tert-butyl ester), CS(=O)(=O)C1=NC=CC(=N1)N1C=2N(C(CC1)=O)CC=C(N2)C2=CC=CC=C2 (1-(2-methanesulfonyl-pyrimidin-4-yl) -8-phenyl-1,2,3,6-tetrahydro-pyrimido[1,2-a]pyrimidin-4-one), O (water). Run in CN1CCCC1=O (NMP). Run at temperature 100 celsius. Product: C(C)(C)(C)OC(NC(C)(C1=CC(=CC=C1)CC(C)NC1=NC=CC(=N1)N1C=2N(C(CC1)=O)CC=C(N2)C2=CC=CC=C2)C)=O ([1-Methyl-1-(3-{2-[4-(4-oxo-8-phenyl-3,4-dihydro-2H,6H-pyrimido[1,2-a]pyrimidin-1-yl)-pyrimidin-2-ylamino]-propyl}-phenyl)-ethyl]-carbamic acid tert-butyl ester). RXN SMILES: [C:1]([O:5][C:6](=[O:21])[NH:7][C:8]([C:11]1[CH:16]=[CH:15][CH:14]=[C:13]([CH2:17][CH:18]([NH2:20])[CH3:19])[CH:12]=1)([CH3:10])[CH3:9])([CH3:4])([CH3:3])[CH3:2].CS([C:26]1[N:31]=[C:30]([N:32]2[CH2:37][CH2:36][C:35](=[O:38])[N:34]3[CH2:39][CH:40]=[C:41]([C:43]4[CH:48]=[CH:47][CH:46]=[CH:45][CH:44]=4)[N:42]=[C:33]23)[CH:29]=[CH:28][N:27]=1)(=O)=O.O>CN1C(=O)CCC1>[C:1]([O:5][C:6](=[O:21])[NH:7][C:8]([CH3:10])([C:11]1[CH:16]=[CH:15][CH:14]=[C:13]([CH2:17][CH:18]([NH:20][C:26]2[N:31]=[C:30]([N:32]3[CH2:37][CH2:36][C:35](=[O:38])[N:34]4[CH2:39][CH:40]=[C:41]([C:43]5[CH:44]=[CH:45][CH:46]=[CH:47][CH:48]=5)[N:42]=[C:33]34)[CH:29]=[CH:28][N:27]=2)[CH3:19])[CH:12]=1)[CH3:9])([CH3:2])([CH3:4])[CH3:3]. Reported procedure: To a mixture of {1-[3-(2-amino-propyl)-phenyl]-1-methyl -ethyl}-carbamic acid tert-butyl ester (0.19 g, 0.65 mmol) and 1-(2-methanesulfonyl-pyrimidin-4-yl) -8-phenyl-1,2,3,6-tetrahydro-pyrimido[1,2-a]pyrimidin-4-one (0.26 g, 0.72 mmol) in NMP (2 mL) was heated to 100° C. for 17 h. The mixture was poured into water (15 mL) and extracted with ethyl acetate. The organic extracts were combined, washed with saturated sodium bicarbonate, brine, dried over magnesium sulfate and chromatographed on silic...